Dataset: the Open Reaction Database (ORD), a public repository of structured organic reaction records. Task: describe an organic reaction: reactants, conditions, products, and yield Reported procedure: A mixture of 5.0 g of 9alpha-methylestra-2,5(10)-dien-3,17-diol 3 methyl ether and 4.5 g of aluminum isopropoxide in 45 ml of benzene and 45 ml of 2-butanone is stirred and refluxed for 22 hrs., using a water separator. After cooling, the reaction mixture is added to 100 ml. of 2N sodium hydroxide solution and a further 50 ml. of benzene are added. The organic layer is separated, washed with water and saturated sodium chloride and dried over anhydrous sodium sulphate. Removal of the solvent give... RXN SMILES: [CH3:1][C@:2]12[CH2:19][CH2:18][C@@:16]3([CH3:17])[C@@H:12]([CH2:13][CH2:14][CH:15]3[OH:20])[C@@H:11]1[CH2:10][CH2:9][C:8]1[CH2:7][C:6]([OH:21])=[CH:5][CH2:4][C:3]2=1.[CH3:22]C(C)[O-].[Al+3].CC(C)[O-].CC(C)[O-].O.[OH-].[Na+]>C1C=CC=CC=1.CC(=O)CC>[CH3:22][O:21][C:6]1[CH2:7][C:8]2[CH2:9][CH2:10][C@@H:11]3[C@@:2]([CH3:1])([C:3]=2[CH2:4][CH:5]=1)[CH2:19][CH2:18][C@@:16]1([CH3:17])[C@H:12]3[CH2:13][CH2:14][C:15]1=[O:20] |f:1.2.3.4,6.7|. Run in C1=CC=CC=C1 (benzene), CC(CC)=O (2-butanone), C1=CC=CC=C1 (benzene). The product is COC=1CC=2CC[C@H]3[C@@H]4CCC([C@@]4(C)CC[C@@]3(C2CC1)C)=O (3-Methoxy-9alpha-methyl-estra-2,5(10)-dien-17-one). Starting materials: C[C@@]12C=3CC=C(CC3CC[C@H]1[C@@H]1CCC([C@@]1(C)CC2)O)O (9alpha-methylestra-2,5(10)-dien-3,17-diol), CC([O-])C.[Al+3].CC([O-])C.CC([O-])C (aluminum isopropoxide), [OH-].[Na+] (sodium hydroxide), O (water). Reactants: C(C)OC(CC(=O)C1=CC(=C(C=C1)Cl)Cl)=O (3-(3,4-dichlorophenyl)-3-oxo-propionic acid ethyl ester), C1CC1C(=N)N.Cl (cyclopropylcarbamidine hydrochloride), CC(C)([O-])C.[K+] (potassium tert-butoxide). The solvent is CO (MeOH). Run at time 8 hour. Product: C1(CC1)C1=NC(=CC(=N1)O)C1=CC(=C(C=C1)Cl)Cl (2-Cyclopropyl-6-(3,4-dichloro-phenyl)-pyrimidin-4-ol). Isolated yield 48.9%. As a reaction SMILES: C(O[C:4](=[O:16])[CH2:5][C:6]([C:8]1[CH:13]=[CH:12][C:11]([Cl:14])=[C:10]([Cl:15])[CH:9]=1)=O)C.[CH2:17]1[CH:19]([C:20]([NH2:22])=[NH:21])[CH2:18]1.Cl.CC(C)([O-])C.[K+]>CO>[CH:19]1([C:20]2[N:22]=[C:4]([OH:16])[CH:5]=[C:6]([C:8]3[CH:13]=[CH:12][C:11]([Cl:14])=[C:10]([Cl:15])[CH:9]=3)[N:21]=2)[CH2:17][CH2:18]1 |f:1.2,3.4|. Procedure details: To a solution consisting of 3-(3,4-dichlorophenyl)-3-oxo-propionic acid ethyl ester (252 mg, 0.967 mmol) and MeOH were added cyclopropylcarbamidine hydrochloride (140 mg, 1.16 mmol) and potassium tert-butoxide (266 mg, 2.37 mmol). The reaction mixture was stirred at rt overnight, then concentrated. Water and CH2Cl2 were added, and the mixture was adjusted to pH 7 with glacial acetic acid. The layers were separated, and the aqueous phase was extracted with EtOAc. The organics were combined, dried... Starting materials: CS(C)=O, COCCOc1cc2ncnc(Cl)c2cc1OC, [H-], [Na+], O=C1Cc2cc(S(=O)(=O)NCCN3CCOCC3)ccc2N1, CN(C)C=O. Yields the product Cl, COCCOc1cc2ncnc(C3C(=O)Nc4ccc(S(=O)(=O)NCCN5CCOCC5)cc43)c2cc1OC. RXN SMILES: [CH3:43][S:44]([CH3:45])=[O:46].[Cl:25][c:26]1[n:27][cH:28][n:29][c:30]2[cH:31][c:32]([O:38][CH2:39][CH2:40][O:41][CH3:42])[c:33]([O:36][CH3:37])[cH:34][c:35]12.[H-:23].[Na+:24].[O:1]1[CH2:2][CH2:3][N:4]([CH2:7][CH2:8][NH:9][S:10](=[O:11])(=[O:12])[c:13]2[cH:14][c:15]3[c:19]([cH:20][cH:21]2)[NH:18][C:17](=[O:22])[CH2:16]3)[CH2:5][CH2:6]1.[O:47]=[CH:48][N:49]([CH3:50])[CH3:51]>>[ClH:25].[O:1]1[CH2:2][CH2:3][N:4]([CH2:7][CH2:8][NH:9][S:10](=[O:11])(=[O:12])[c:13]2[cH:14][c:15]3[c:19]([cH:20][cH:21]2)[NH:18][C:17](=[O:22])[CH:16]3[c:26]2[n:27][cH:28][n:29][c:30]3[cH:31][c:32]([O:38][CH2:39][CH2:40][O:41][CH3:42])[c:33]([O:36][CH3:37])[cH:34][c:35]23)[CH2:5][CH2:6]1. The reactants are CC12CC(O)C3(Br)C(CCC4=CC(=O)CCC43C)C1CCC2=O, CN(C)C=O, O=C(O)CS, [Zn]. Product: CC12CC(O)C3C(CCC4=CC(=O)CCC43C)C1CCC2=O. Reaction SMILES: [Br:1][C:2]12[C:3]3([CH3:23])[CH2:4][CH2:5][C:6](=[O:22])[CH:7]=[C:8]3[CH2:9][CH2:10][CH:11]1[CH:12]1[CH2:13][CH2:14][C:15](=[O:21])[C:16]1([CH3:17])[CH2:18][CH:19]2[OH:20].[O:30]=[CH:31][N:32]([CH3:33])[CH3:34].[OH:24][C:25]([CH2:26][SH:27])=[O:28].[Zn:29]>>[CH:2]12[C:3]3([CH3:23])[CH2:4][CH2:5][C:6](=[O:22])[CH:7]=[C:8]3[CH2:9][CH2:10][CH:11]1[CH:12]1[CH2:13][CH2:14][C:15](=[O:21])[C:16]1([CH3:17])[CH2:18][CH:19]2[OH:20]. The reactants are C(C1=CC=CC=C1)N1C([C@H]([C@H](C1)NC(=O)OC(C)(C)C)C)=O ((±)-cis-1-benzyl-4-t-butoxycarbonylamino-3-methyl-2-oxopyrrolidine). Run in FC(C(=O)O)(F)F (trifluoroacetic acid). Reaction conditions: time 1 hour. Yields the product N[C@@H]1[C@@H](C(N(C1)CC1=CC=CC=C1)=O)C ((+)-cis-4-Amino-1-benzyl-3-methyl-2-oxopyrrolidine). As a reaction SMILES: [CH2:1]([N:8]1[CH2:12][C@H:11]([NH:13]C(OC(C)(C)C)=O)[C@H:10]([CH3:21])[C:9]1=[O:22])[C:2]1[CH:7]=[CH:6][CH:5]=[CH:4][CH:3]=1>FC(F)(F)C(O)=O>[NH2:13][C@H:11]1[CH2:12][N:8]([CH2:1][C:2]2[CH:3]=[CH:4][CH:5]=[CH:6][CH:7]=2)[C:9](=[O:22])[C@H:10]1[CH3:21]. Procedure details: In 15 ml of trifluoroacetic acid was dissolved 1.76 g of Compound (44). After 1 hour, the solution was concentrated under reduced pressure. To the residue was added 100 ml of water, and the mixture was washed with benzene. The aqueous layer was adjusted to a pH of 12 with sodium hydroxide and extracted with chloroform. The organic layer was dried over anhydrous sodium sulfate, and the solvent was evaporated to obtain the titled compound (45) as a colorless oil. The reactants are C1=CC=NC(=C1)OC(=S)OC2=CC=CC=N2 (di-2-pyridyl thionocarbonate), NC1=C(C2=C(N(C=N2)C(=O)OC(C)(C)C)C(=C1)F)C (5-amino-1-tert-butoxycarbonyl-7-fluoro-4-methylbenzimidazole). The reagents and catalysts are CN(C1=CC=NC=C1)C (4-dimethylaminopyridine). Run in C(Cl)Cl (methylene chloride), C(Cl)Cl (methylene chloride). Conditions: time 3 hour. Yields the product C(C)(C)(C)OC(=O)N1C=NC2=C1C(=CC(=C2C)N=C=S)F (1-tert-butoxycarbonyl-7-fluoro-4-methyl-5-benzimidazolylisothiocyanate). Reaction SMILES: C1C=C(O[C:8](OC2N=CC=CC=2)=[S:9])N=CC=1.[NH2:17][C:18]1[CH:33]=[C:32]([F:34])[C:21]2[N:22]([C:25]([O:27][C:28]([CH3:31])([CH3:30])[CH3:29])=[O:26])[CH:23]=[N:24][C:20]=2[C:19]=1[CH3:35]>CN(C)C1C=CN=CC=1.C(Cl)Cl>[C:28]([O:27][C:25]([N:22]1[C:21]2[C:32]([F:34])=[CH:33][C:18]([N:17]=[C:8]=[S:9])=[C:19]([CH3:35])[C:20]=2[N:24]=[CH:23]1)=[O:26])([CH3:30])([CH3:31])[CH3:29]. Procedure details: To a solution of di-2-pyridyl thionocarbonate (0.393 mg) and 4-dimethylaminopyridine (0.01 g) in methylene chloride (100 mL) is added dropwise over 30 minutes a solution of 5-amino-1-tert-butoxycarbonyl-7-fluoro-4-methylbenzimidazole (0.409 g) in methylene chloride (70 mL). The mixture is stirred at room temperature for 3 hours then rotary evaporated. The residue is purified by flash chromatography on silica gel, eluting with 10% ethyl acetate/hexane to afford 1-tert-butoxycarbonyl-7-fluoro-4-me... Starting materials: C1CCOC1, O=C(O)c1ccc(S(=O)(=O)Cl)cc1O, COc1ccc(C(=O)c2cc(I)c(O)c(I)c2)cc1. Product: COc1ccc(C(=O)c2cc(I)c(OS(=O)(=O)c3ccc(C(=O)O)c(O)c3)c(I)c2)cc1. Reaction SMILES: [CH2:34]1[O:35][CH2:36][CH2:37][CH2:38]1.[Cl:20][S:21](=[O:22])(=[O:23])[c:24]1[cH:25][c:26]([OH:33])[c:27]([C:28](=[O:29])[OH:30])[cH:31][cH:32]1.[OH:1][c:2]1[c:3]([I:19])[cH:4][c:5]([C:9](=[O:10])[c:11]2[cH:12][cH:13][c:14]([O:17][CH3:18])[cH:15][cH:16]2)[cH:6][c:7]1[I:8]>>[O:1]([c:2]1[c:3]([I:19])[cH:4][c:5]([C:9](=[O:10])[c:11]2[cH:12][cH:13][c:14]([O:17][CH3:18])[cH:15][cH:16]2)[cH:6][c:7]1[I:8])[S:21](=[O:22])(=[O:23])[c:24]1[cH:25][c:26]([OH:33])[c:27]([C:28](=[O:29])[OH:30])[cH:31][cH:32]1.